The task is: describe an organic reaction: reactants, conditions, products, and yield. This data is from the Open Reaction Database (ORD), a public repository of structured organic reaction records. Reactants: pitavastatin tertiary butyl ester, CC(C)(C)OC(=O)CC(CC(C=CC1=C(C2=CC=CC=C2N=C1C3CC3)C4=CC=C(C=C4)F)O)O (pitavastatin tert-butyl ester), [OH-].[Na+] (sodium hydroxide). Solvent: CO (methanol), O (water). Run at temperature 25 celsius, time 10 minute. Yields the product C=1C=CC2=C(C1)C(=C(C(=N2)C3CC3)/C=C/[C@H](C[C@H](CC(=O)O)O)O)C=4C=CC(=CC4)F (Pitavastatin). RXN SMILES: CC([O:5][C:6]([CH2:8][CH:9]([OH:35])[CH2:10][CH:11]([OH:34])[CH:12]=[CH:13][C:14]1[C:23]([CH:24]2[CH2:26][CH2:25]2)=[N:22][C:21]2[C:16](=[CH:17][CH:18]=[CH:19][CH:20]=2)[C:15]=1[C:27]1[CH:32]=[CH:31][C:30]([F:33])=[CH:29][CH:28]=1)=[O:7])(C)C.[OH-].[Na+]>CO.O>[CH:18]1[CH:19]=[CH:20][C:21]2[N:22]=[C:23]([CH:24]3[CH2:26][CH2:25]3)[C:14](/[CH:13]=[CH:12]/[C@@H:11]([OH:34])[CH2:10][C@@H:9]([OH:35])[CH2:8][C:6]([OH:7])=[O:5])=[C:15]([C:27]3[CH:28]=[CH:29][C:30]([F:33])=[CH:31][CH:32]=3)[C:16]=2[CH:17]=1 |f:1.2|. Procedure: From pitavastatin tertiary butyl ester: 50 g of pitavastatin tert-butyl ester was taken in 250 ml of methanol and stirred for 10 minutes at 25° C. 6 g of sodium hydroxide is dissolved in 60 ml of water and slowly added to the reaction mixture. Stirred the reaction mixture to 2 hrs at 25°. Distilled off the solvent completely under reduced pressure. To the obtained solid added 50 ml of dichloro methane and stirred for 10 minutes. Cooled the reaction mixture to 0° C. and adjusted the pH to 3.0 wit... Reactants: C(C)(=O)N1C(C(C2=CC=C(C=C12)C(=O)OC)=C(C1=CC=CC=C1)OCC)=O (1-acetyl-3-(1-ethoxy-1-phenylmethylene)-6-methoxycarbonyl-2-indolinone), N1C(=NC=C1)C1=CC=C(N)C=C1 (4-(imidazol-2-yl)-aniline). Product: N1C(=NC=C1)C1=CC=C(N\C(\C2=CC=CC=C2)=C\2/C(NC3=CC(=CC=C23)C(=O)OC)=O)C=C1 (3-Z-[1-(4-(imidazol-2-yl)-anilino)-1-phenyl-methylene]-6-methoxycarbonyl-2-indolinone). Reaction SMILES: C([N:4]1[C:12]2[C:7](=[CH:8][CH:9]=[C:10]([C:13]([O:15][CH3:16])=[O:14])[CH:11]=2)[C:6](=[C:17](OCC)[C:18]2[CH:23]=[CH:22][CH:21]=[CH:20][CH:19]=2)[C:5]1=[O:27])(=O)C.[NH:28]1[CH:32]=[CH:31][N:30]=[C:29]1[C:33]1[CH:39]=[CH:38][C:36]([NH2:37])=[CH:35][CH:34]=1>>[NH:28]1[CH:32]=[CH:31][N:30]=[C:29]1[C:33]1[CH:39]=[CH:38][C:36]([NH:37]/[C:17](=[C:6]2\[C:5](=[O:27])[NH:4][C:12]3[C:7]\2=[CH:8][CH:9]=[C:10]([C:13]([O:15][CH3:16])=[O:14])[CH:11]=3)/[C:18]2[CH:23]=[CH:22][CH:21]=[CH:20][CH:19]=2)=[CH:35][CH:34]=1. Procedure: Prepared from 1-acetyl-3-(1-ethoxy-1-phenylmethylene)-6-methoxycarbonyl-2-indolinone and 4-(imidazol-2-yl)-aniline Rf value: 0.5 (silica gel, methylene chloride/methanol=10:1) C26H20N4O3 Starting materials: C1(O)=CC=C(O)C=C1 (hydroquinon), C(C=C)(=O)O (acrylic acid), OCC(O)CO (glycerol), [OH-].[K+] (potassium hydroxide). Reagents/catalysts: S(O)(O)(=O)=O (sulfuric acid). Product: C(C=C)(=O)OCC(O)CO (glycerol monoacrylate). RXN SMILES: [C:1]([OH:5])(=[O:4])[CH:2]=[CH2:3].[OH:6][CH2:7][CH:8]([CH2:10]O)[OH:9].[OH-].[K+].C1(C=CC(O)=CC=1)O>S(=O)(=O)(O)O>[C:1]([O:5][CH2:10][CH:8]([CH2:7][OH:6])[OH:9])(=[O:4])[CH:2]=[CH2:3] |f:2.3|. Reported procedure: Using 0.3 g (0.003 mole) of sulfuric acid as a catalyst, 72 g (1 mole) of acrylic acid was reacted with 92 g (1 mole) of glycerol. The reaction mixture was neutralized with 0.34 g (0.006 mole) of potassium hydroxide, and 0.15 g (0.1 mass %) of hydroquinon was added as a stabilizer. Thus, glycerol monoacrylate (A1—1) was obtained. Starting materials: ClC1=C(C(=O)NCC#C)C=CC=N1 (2-Chloro-N-(prop-2-ynyl)nicotinamide), FC1=CC=C(N)C=C1 (4-fluoroaniline). Solvent: C(CO)O (ethylene glycol). Conditions: temperature 140 celsius. The product is FC1=CC=C(C=C1)NC1=C(C(=O)NCC#C)C=CC=N1 (2-(4-fluorophenylamino)-N-(prop-2-ynyl)nicotinamide). Reaction SMILES: Cl[C:2]1[N:13]=[CH:12][CH:11]=[CH:10][C:3]=1[C:4]([NH:6][CH2:7][C:8]#[CH:9])=[O:5].[F:14][C:15]1[CH:21]=[CH:20][C:18]([NH2:19])=[CH:17][CH:16]=1>C(O)CO>[F:14][C:15]1[CH:21]=[CH:20][C:18]([NH:19][C:2]2[N:13]=[CH:12][CH:11]=[CH:10][C:3]=2[C:4]([NH:6][CH2:7][C:8]#[CH:9])=[O:5])=[CH:17][CH:16]=1. Procedure details: Compound 8 (194 mg, 1 mmol) and 4-fluoroaniline (9b, 111 mg, 1 mmol) were taken in ethylene glycol and heated at 140° C. for 6 h. Then the reaction mixture was cooled and extracted with ethyl acetate from the aqueous layer and concentrated in vacuum. The compound was further purified by column chromatography using 60-120 silica gel to obtain 2-(4-fluorophenylamino)-N-(prop-2-ynyl)nicotinamide 10b as pure product. To a solution of 2-(4-fluorophenylamino)-N-(prop-2-ynyl)nicotinamide (10b, 150 mg, ...